describe an organic reaction: reactants, conditions, products, and yield From a dataset of the Open Reaction Database (ORD), a public repository of structured organic reaction records. The reactants are compound 116, N(=[N+]=[N-])C=1C=CC(=C(C1)C(=O)C1=C(C=C(C=C1)NC1=C(C=CC=C1)OC)Cl)C ((5-Azido-2-methyl-phenyl)-[2-chloro-4-(2-methoxy-phenylamino)-phenyl]-methanone), C(CC#C)O (but-3-yn-1-ol). Yields the product ClC1=C(C=CC(=C1)NC1=C(C=CC=C1)OC)C(=O)C1=C(C=CC(=C1)N1N=NC(=C1)CCO)C ([2-Chloro-4-(2-methoxy-phenylamino)-phenyl]-{5-[4-(2-hydroxy-ethyl)-[1,2,3]triazol-1-yl]-2-methyl-phenyl}-methanone). As a reaction SMILES: [N:1]([C:4]1[CH:5]=[CH:6][C:7]([CH3:28])=[C:8]([C:10]([C:12]2[CH:17]=[CH:16][C:15]([NH:18][C:19]3[CH:24]=[CH:23][CH:22]=[CH:21][C:20]=3[O:25][CH3:26])=[CH:14][C:13]=2[Cl:27])=[O:11])[CH:9]=1)=[N+:2]=[N-:3].[CH2:29]([OH:33])[CH2:30][C:31]#[CH:32]>>[Cl:27][C:13]1[CH:14]=[C:15]([NH:18][C:19]2[CH:24]=[CH:23][CH:22]=[CH:21][C:20]=2[O:25][CH3:26])[CH:16]=[CH:17][C:12]=1[C:10]([C:8]1[CH:9]=[C:4]([N:1]2[CH:32]=[C:31]([CH2:30][CH2:29][OH:33])[N:3]=[N:2]2)[CH:5]=[CH:6][C:7]=1[CH3:28])=[O:11]. Procedure: The reaction was carried out similarly as described in the preparation of compound 116, using compound 442 (0.27 mmol) and but-3-yn-1-ol (0.30 mmol). The crude product was purified by continuous gradient flash chromatography using EtOAc/petroleum ether (40-60) 0:100 to 20:80 as the eluent to afford the title compound. 13C NMR (DMSO-d6) δ 193.6, 152.4, 150.2, 145.6, 141.1, 135.9, 134.4, 134.2, 134.0, 132.3, 128.2, 125.3, 124.6, 123.4, 121.0, 120.6, 118.8, 115.1, 112.2, 111.7, 60.1, 55.4, 29.1, 19... The reactants are C(CCC)[Li] (n-butyllithium), [Br-].CN(CC[P+](C1=CC=CC=C1)(C1=CC=CC=C1)C1=CC=CC=C1)C ((2-dimethylaminoethyl)triphenylphosphonium bromide), BrC1=NC(=CC=C1)C(C1=CC=C(C=C1)Cl)=O (2-bromo-6-(4-chlorobenzoyl)pyridine), O (water), alkenes. The solvent is O1CCCC1 (tetrahydrofuran), O1CCCC1 (tetrahydrofuran). Reaction conditions: time 20 minute. Yields the product BrC1=NC(=CC=C1)C(\C=C/N(C)C)C1=CC=C(C=C1)Cl ((Z)-2-bromo-6-(1-(4-chlorophenyl)-3-dimethylaminoallyl)pyridine), 1-(4-chlorophenyl-3-diomethylaminoallyl)pyridine. Reaction SMILES: C([Li])CCC.[Br-].[CH3:7][N:8]([CH3:30])[CH2:9][CH2:10][P+](C1C=CC=CC=1)(C1C=CC=CC=1)C1C=CC=CC=1.[Br:31][C:32]1[CH:37]=[CH:36][CH:35]=[C:34]([C:38](=O)[C:39]2[CH:44]=[CH:43][C:42]([Cl:45])=[CH:41][CH:40]=2)[N:33]=1.O>O1CCCC1>[Br:31][C:32]1[CH:37]=[CH:36][CH:35]=[C:34]([CH:38]([C:39]2[CH:44]=[CH:43][C:42]([Cl:45])=[CH:41][CH:40]=2)/[CH:10]=[CH:9]\[N:8]([CH3:30])[CH3:7])[N:33]=1 |f:1.2|. Procedure: A solution of n-butyllithium (60 mL, 1.55M in hexane) was added dropwise during 45 min to a stirred suspension of (2-dimethylaminoethyl)triphenylphosphonium bromide (38.1 g) in dry tetrahydrofuran (500 mL) under nitrogen. After an additional hour at room temperature, a solution of 2-bromo-6-(4-chlorobenzoyl)pyridine (27.3 g) in dry tetrahydrofuran (200 mL) was added dropwise. The mixture was stirred at room temperature for 20 min, then refluxed for 80 min, cooled to room temperature, and poured ...